Dataset: the Open Reaction Database (ORD), a public repository of structured organic reaction records. Task: describe an organic reaction: reactants, conditions, products, and yield Starting materials: C(=O)(O)[O-].[Na+] (NaHCO3), crude solution, ClC1=C(C(=CC=C1)C[N+]#[C-])F (1-chloro-2-fluoro-3-(isocyanomethyl)benzene), F[C@H]1CN=C[C@@H]1F ((3S,4S)-3,4-difluoro-3,4-dihydro-2H-pyrrole), C(C)(=O)C1=CN(C2=CC=CC=C12)CC(=O)O ((3-acetyl-indol-1-yl)-acetic acid). Solvent: CO (MeOH), CO (MeOH). Run at time 60 hour. The product is ClC=1C(=C(CNC(=O)[C@@H]2N(C[C@@H]([C@H]2F)F)C(CN2C=C(C3=CC=CC=C23)C(C)=O)=O)C=CC1)F ((2S,3S,4S)-1-[2-(3-acetyl-indol-1-yl)-acetyl]-3,4-difluoro-pyrrolidine-2-carboxylic acid 3-chloro-2-fluoro-benzylamide). RXN SMILES: [F:1][C@@H:2]1[C@@H:6]([F:7])[CH:5]=[N:4][CH2:3]1.[C:8]([C:11]1[C:19]2[C:14](=[CH:15][CH:16]=[CH:17][CH:18]=2)[N:13]([CH2:20][C:21]([OH:23])=O)[CH:12]=1)(=[O:10])[CH3:9].[Cl:24][C:25]1[CH:30]=[CH:29][CH:28]=[C:27]([CH2:31][N+:32]#[C-:33])[C:26]=1[F:34].C([O-])(O)=[O:36].[Na+]>CO>[Cl:24][C:25]1[C:26]([F:34])=[C:27]([CH:28]=[CH:29][CH:30]=1)[CH2:31][NH:32][C:33]([C@H:5]1[C@H:6]([F:7])[C@@H:2]([F:1])[CH2:3][N:4]1[C:21](=[O:23])[CH2:20][N:13]1[C:14]2[C:19](=[CH:18][CH:17]=[CH:16][CH:15]=2)[C:11]([C:8](=[O:10])[CH3:9])=[CH:12]1)=[O:36] |f:3.4|. Reported procedure: To the crude solution of (3S,4S)-3,4-difluoro-3,4-dihydro-2H-pyrrole (0.52 mmol) in MeOH under argon were successively added (3-acetyl-indol-1-yl)-acetic acid (57 mg, 0.26 mmol) and 1-chloro-2-fluoro-3-(isocyanomethyl)benzene (44 mg, 0.26 mmol) in MeOH (0.2 mL). The reaction mixture was stirred at RT for 60 h and poured into a saturated aqueous solution of NaHCO3 and extracted with CH2Cl2 (×2). The combined organic extracts were dried (Na2SO4), filtered and concentrated. The crude residue was pu... Reactants: B (borane), [OH-].[Na+] (NaOH), C1(=CC=CC=C1)C1=CC=C(C(=O)N)C=C1 (4-phenylbenzamide), Cl (HCl). Isolated yield 92.6%. Run in C1CCOC1 (THF), C1CCOC1 (THF). Product: C1(=CC=CC=C1)C1=CC=C(CN)C=C1 (4-phenylbenzyl amine). Procedure details: Under a nitrogen atmosphere, 4-phenylbenzamide (2.01 g, 10.2 mmol) was dissolved in THF (50 mL) and heated to reflux. To the mixture was added dropwise 1 M borane in THF (80.0 mL, 80.0 mmol). After refluxing for 18 h, the reaction mixture was cooled to room temperature and treated with 1 N HCl (40 mL). The solution was made basic via addition of 3 N NaOH (60 mL) and extracted with ethyl acetate (3×370 mL). The extract was washed with brine and dried over sodium sulfate. Concentration yielded 4-p... RXN SMILES: [C:1]1([C:7]2[CH:15]=[CH:14][C:10]([C:11]([NH2:13])=O)=[CH:9][CH:8]=2)[CH:6]=[CH:5][CH:4]=[CH:3][CH:2]=1.B.Cl.[OH-].[Na+]>C1COCC1>[C:1]1([C:7]2[CH:8]=[CH:9][C:10]([CH2:11][NH2:13])=[CH:14][CH:15]=2)[CH:2]=[CH:3][CH:4]=[CH:5][CH:6]=1 |f:3.4|.